This data is from the Open Reaction Database (ORD), a public repository of structured organic reaction records. The task is: describe an organic reaction: reactants, conditions, products, and yield Starting materials: COCCOC, COc1ccc2nccc(OS(=O)(=O)C(F)(F)F)c2n1, [K+], [K+], O=C([O-])[O-], O, c1ccc(P(c2ccccc2)(c2ccccc2)[Pd](P(c2ccccc2)(c2ccccc2)c2ccccc2)(P(c2ccccc2)(c2ccccc2)c2ccccc2)P(c2ccccc2)(c2ccccc2)c2ccccc2)cc1. Yields the product C=Cc1ccnc2ccc(OC)nc12. RXN SMILES: [CH3:27][O:28][CH2:29][CH2:30][O:31][CH3:32].[F:1][C:2]([F:3])([F:4])[S:5]([O:6][c:7]1[cH:8][cH:9][n:10][c:11]2[cH:12][cH:13][c:14]([O:17][CH3:18])[n:15][c:16]12)(=[O:19])=[O:20].[K+:21].[K+:22].[O-:23][C:24]([O-:25])=[O:26].[OH2:33].[cH:34]1[cH:35][cH:36][c:37]([P:38]([Pd:39]([P:40]([c:41]2[cH:42][cH:43][cH:44][cH:45][cH:46]2)([c:47]2[cH:48][cH:49][cH:50][cH:51][cH:52]2)[c:53]2[cH:54][cH:55][cH:56][cH:57][cH:58]2)([P:59]([c:60]2[cH:61][cH:62][cH:63][cH:64][cH:65]2)([c:66]2[cH:67][cH:68][cH:69][cH:70][cH:71]2)[c:72]2[cH:73][cH:74][cH:75][cH:76][cH:77]2)[P:78]([c:79]2[cH:80][cH:81][cH:82][cH:83][cH:84]2)([c:85]2[cH:86][cH:87][cH:88][cH:89][cH:90]2)[c:91]2[cH:92][cH:93][cH:94][cH:95][cH:96]2)([c:97]2[cH:98][cH:99][cH:100][cH:101][cH:102]2)[c:103]2[cH:104][cH:105][cH:106][cH:107][cH:108]2)[cH:109][cH:110]1>>[c:7]1([CH:29]=[CH2:30])[cH:8][cH:9][n:10][c:11]2[cH:12][cH:13][c:14]([O:17][CH3:18])[n:15][c:16]12.